Dataset: the Open Reaction Database (ORD), a public repository of structured organic reaction records. Task: describe an organic reaction: reactants, conditions, products, and yield Reactants: FC(C(=O)O)(F)F.N1CCC(CC1)C=CC(=O)NC=1C=CC2=C(CCC(O2)CC(=O)OCC)C1 (ethyl rac-(3,4-dihydro-6-(N-(3-(piperidine-4-yl)propenoyl)amino)-2H-1-benzopyran-2-yl)acetate trifluoroacetate), mixture, C(C)O (ethanol), [OH-].[Na+] (sodium hydroxide). Run in C(C)(=O)O (acetic acid). Product: N1CCC(CC1)C=CC(=O)NC=1C=CC2=C(CCC(O2)CC(=O)O)C1 (rac-(3,4-Dihydro-6-(N-(3-(piperidine-4-yl)propenoyl)amino)-2H-1-benzopyran-2-yl)acetic Acid). RXN SMILES: FC(F)(F)C(O)=O.[NH:8]1[CH2:13][CH2:12][CH:11]([CH:14]=[CH:15][C:16]([NH:18][C:19]2[CH:20]=[CH:21][C:22]3[O:27][CH:26]([CH2:28][C:29]([O:31]CC)=[O:30])[CH2:25][CH2:24][C:23]=3[CH:34]=2)=[O:17])[CH2:10][CH2:9]1.C(O)C.[OH-].[Na+]>C(O)(=O)C>[NH:8]1[CH2:9][CH2:10][CH:11]([CH:14]=[CH:15][C:16]([NH:18][C:19]2[CH:20]=[CH:21][C:22]3[O:27][CH:26]([CH2:28][C:29]([OH:31])=[O:30])[CH2:25][CH2:24][C:23]=3[CH:34]=2)=[O:17])[CH2:12][CH2:13]1 |f:0.1,3.4|. Procedure: 0.1 g (0.2 mmol) of the ester from Example 77 were stirred overnight at room temperature in a mixture 2.5 ml ethanol and 0.35 ml 2 N aqueous sodium hydroxide solution. The reaction mixture was cooled with ice and brought to pH 5.5 with 2 N acetic acid. The precipitate of the title acid was filtered with suction, washed with a small amount of cold water, and dried at 50° C. in vacuo. Yield: 42 mg (59%) of beige crystals, m.p. 175-178° C. Starting materials: C1(=CC=CC=C1)N1N=C(C=C1C=1SC=CC1)CCC=O (3-(1-phenyl-5-(thiophene-2-yl)-1H-pyrazol-3-yl)-propanal), [BH-](OC(=O)C)(OC(=O)C)OC(=O)C.[Na+] (NaBH(OAc)3), CC=1C=C(C=CC1C)N1CCNCC1 (1-(3,4-dimethylphenyl)piperazine), CCN(C(C)C)C(C)C (DIPEA). The product is CC=1C=C(C=CC1C)N1CCN(CC1)CCCC1=NN(C(=C1)C=1SC=CC1)C1=CC=CC=C1 (1-(3,4-dimethylphenyl)-4-(3-(1-phenyl-5-(thiophene-2-yl)-1H-pyrazol-3-yl)propyl)piperazine). RXN SMILES: [C:1]1([N:7]2[C:11]([C:12]3[S:13][CH:14]=[CH:15][CH:16]=3)=[CH:10][C:9]([CH2:17][CH2:18][CH:19]=O)=[N:8]2)[CH:6]=[CH:5][CH:4]=[CH:3][CH:2]=1.[CH3:21][C:22]1[CH:23]=[C:24]([N:29]2[CH2:34][CH2:33][NH:32][CH2:31][CH2:30]2)[CH:25]=[CH:26][C:27]=1[CH3:28].CCN(C(C)C)C(C)C.[BH-](OC(C)=O)(OC(C)=O)OC(C)=O.[Na+]>>[CH3:21][C:22]1[CH:23]=[C:24]([N:29]2[CH2:30][CH2:31][N:32]([CH2:19][CH2:18][CH2:17][C:9]3[CH:10]=[C:11]([C:12]4[S:13][CH:14]=[CH:15][CH:16]=4)[N:7]([C:1]4[CH:6]=[CH:5][CH:4]=[CH:3][CH:2]=4)[N:8]=3)[CH2:33][CH2:34]2)[CH:25]=[CH:26][C:27]=1[CH3:28] |f:3.4|. Procedure: 54 mg (77%) of target compound was obtained by using a method same as in Example 1 by using 3-(1-phenyl-5-(thiophene-2-yl)-1H-pyrazol-3-yl)-propanal (40 mg, 0.142 mmol), 1-(3,4-dimethylphenyl)piperazine (27 mg, 0.142 mmol), DIPEA (0.040 mL, 0.213 mmol) and NaBH(OAc)3 (90 mg, 0.573 mmol). The reactants are OC1=C(C=CC(=C1CCC)O)C(C)=O (1-(2,4-dihydroxy-3-propylphenyl) ethanone), BrCCCCCCC#N (7-bromoheptanenitrile), C([O-])([O-])=O.[K+].[K+] (potassium carbonate). Run in CN(C=O)C (dimethyl formamide). The product is C(C)(=O)C1=C(C(=C(OCCCCCCC#N)C=C1)CCC)O (7-(4-acetyl-3-hydroxy-2-propylphenoxy)heptane nitrile). The yield is 83.0%. Reaction SMILES: [OH:1][C:2]1[C:7]([CH2:8][CH2:9][CH3:10])=[C:6]([OH:11])[CH:5]=[CH:4][C:3]=1[C:12](=[O:14])[CH3:13].Br[CH2:16][CH2:17][CH2:18][CH2:19][CH2:20][CH2:21][C:22]#[N:23].C(=O)([O-])[O-].[K+].[K+]>CN(C)C=O>[C:12]([C:3]1[CH:4]=[CH:5][C:6]([O:11][CH2:16][CH2:17][CH2:18][CH2:19][CH2:20][CH2:21][C:22]#[N:23])=[C:7]([CH2:8][CH2:9][CH3:10])[C:2]=1[OH:1])(=[O:14])[CH3:13] |f:2.3.4|. Procedure details: A mixture of 5.8 g of 1-(2,4-dihydroxy-3-propylphenyl) ethanone, 5.4 ml of 7-bromoheptanenitrile and 8.3 g of anhydrous potassium carbonate in 50 ml of dimethyl formamide was stirred and heated at 75° for 20 hours. The reaction mixture was filtered and the filtrate was concentrated on the oil pump. The residual oil was chromatographed on 200 g of silica gel using 5% ethyl acetate-toluene to give 7.5 g (83% yield) of 7-(4-acetyl-3-hydroxy-2-propylphenoxy)heptane nitrile. This was dissolved in 200... Reactants: ClC=1C=CC2=C(CCC3=C(C2=O)C=CC(=C3)OCCOC(C)=O)C1 (acetic acid 2-(8-chloro-5-oxo-10,11-dihydro-5H-dibenzo[a,d]cyclohepten-2-yloxy)-ethyl ester), FC1=C(N)C=CC(=C1)F (2,4-difluoroaniline), P (phosphine), Na—O-tert-butylate. The reagents and catalysts are CC(=O)[O-].CC(=O)[O-].[Pd+2] (Pd(OAc)2). Run in C1(=CC=CC=C1)C (toluene), C(C)(C)(C)O (tert-BuOH). Product: FC1=C(C=CC(=C1)F)NC1=CC2=C(C(C3=C(CC2)C=C(C=C3)OCCO)=O)C=C1 (2-(2,4-Difluorophenylamino)-8-(2-hydroxyethoxy)-10,11-dihydrodibenzo[a,d]-cyclohepten-5-one). Yield: 20.0%. Reaction SMILES: Cl[C:2]1[CH:3]=[CH:4][C:5]2[C:11](=[O:12])[C:10]3[CH:13]=[CH:14][C:15]([O:17][CH2:18][CH2:19][O:20]C(=O)C)=[CH:16][C:9]=3[CH2:8][CH2:7][C:6]=2[CH:24]=1.[F:25][C:26]1[CH:32]=[C:31]([F:33])[CH:30]=[CH:29][C:27]=1[NH2:28].P>C1(C)C=CC=CC=1.C(O)(C)(C)C.CC([O-])=O.CC([O-])=O.[Pd+2]>[F:25][C:26]1[CH:32]=[C:31]([F:33])[CH:30]=[CH:29][C:27]=1[NH:28][C:2]1[CH:3]=[CH:4][C:5]2[C:11](=[O:12])[C:10]3[CH:13]=[CH:14][C:15]([O:17][CH2:18][CH2:19][OH:20])=[CH:16][C:9]=3[CH2:8][CH2:7][C:6]=2[CH:24]=1 |f:5.6.7|. Procedure details: In accordance with general method O, 0.67 g (0.19 mmol) of acetic acid 2-(8-chloro-5-oxo-10,11-dihydro-5H-dibenzo[a,d]cyclohepten-2-yloxy)-ethyl ester, 0.26 g (0.0020 mol) of 2,4-difluoroaniline, 0.04 g of Pd(OAc)2, 0.14 g of phosphine ligand and 0.70 g (7.3 mmol) of Na—O-tert-butylate are reacted in 10 ml of toluene and 2 ml of tert-BuOH. Yield: 20%; m.p.: 138° C. The reactants are C(=O)[O-].[NH4+] (ammonium formate), Cl (hydrochloric acid), S(=O)(=O)(C)Cl (Mesyl chloride), FC1=CC=C(CN2C=CC3=CC(=CC=C23)[N+](=O)[O-])C=C1 (1-(4-fluoro-benzyl)-5-nitro-1H-indole). Reagents/catalysts: [Pd] (palladium/carbon). The solvent is CO (methanol), C(C)N(CC)CC (triethylamine), O1CCCC1 (tetrahydrofuran). Reaction conditions: temperature 30 celsius, time 1 hour. Yields the product FC1=CC=C(CN2C=CC3=CC(=CC=C23)NS(=O)(=O)C)C=C1 (N-[1-(4-Fluoro-benzyl)-1H-indole-5-yl]-methansulfonamide). The yield is 51.0%. As a reaction SMILES: [F:1][C:2]1[CH:20]=[CH:19][C:5]([CH2:6][N:7]2[C:15]3[C:10](=[CH:11][C:12]([N+:16]([O-])=O)=[CH:13][CH:14]=3)[CH:9]=[CH:8]2)=[CH:4][CH:3]=1.C([O-])=O.[NH4+].[S:25](Cl)([CH3:28])(=[O:27])=[O:26].Cl>O1CCCC1.CO.[Pd].C(N(CC)CC)C>[F:1][C:2]1[CH:20]=[CH:19][C:5]([CH2:6][N:7]2[C:15]3[C:10](=[CH:11][C:12]([NH:16][S:25]([CH3:28])(=[O:27])=[O:26])=[CH:13][CH:14]=3)[CH:9]=[CH:8]2)=[CH:4][CH:3]=1 |f:1.2|. Procedure: 1-(4-fluoro-benzyl)-5-nitro-1H-indole (50 mg, 0.16 mmol) was dissolved in tetrahydrofuran (1 ml) and methanol (1 ml), and ammonium formate of an excess amount and palladium/carbon (10%) of a catalytic amount were added. The solution was stirred at around 30° C. for 1 hour to complete the reduction, filtered through celite, concentrated under reduced pressure, dissolved again in dichloromethane (10 ml), and then washed with water and brine. After drying the resulting solution over anhydrous magne... Reactants: C(C1=CC=CC=C1)OC=1C(N(C=C(C1)Br)C)=O (3-(Benzyloxy)-5-bromo-1-methylpyridin-2(1H)-one), CNCCNC (N,N′-dimethylethylenediamine), C1(=CC=CC=C1)C1CC(NC1)=O (4-phenylpyrrolidin-2-one), [O-]P(=O)([O-])[O-].[K+].[K+].[K+] (K3PO4). Reagents/catalysts: [Cu]I (CuI). Solvent: O1CCOCC1 (1,4-dioxane), C(Cl)Cl (CH2Cl2). Reaction conditions: temperature 110 celsius. The product is C(C1=CC=CC=C1)OC=1C(N(C=C(C1)N1C(CC(C1)C1=CC=CC=C1)=O)C)=O (3-(Benzyloxy)-1-methyl-5-(2-oxo-4-phenylpyrrolidin-1-yl)pyridin-2(1H)-one). Isolated yield 102.9%. Reaction SMILES: [CH2:1]([O:8][C:9]1[C:10](=[O:17])[N:11]([CH3:16])[CH:12]=[C:13](Br)[CH:14]=1)[C:2]1[CH:7]=[CH:6][CH:5]=[CH:4][CH:3]=1.[C:18]1([CH:24]2[CH2:28][NH:27][C:26](=[O:29])[CH2:25]2)[CH:23]=[CH:22][CH:21]=[CH:20][CH:19]=1.[O-]P([O-])([O-])=O.[K+].[K+].[K+].CNCCNC>O1CCOCC1.C(Cl)Cl.[Cu]I>[CH2:1]([O:8][C:9]1[C:10](=[O:17])[N:11]([CH3:16])[CH:12]=[C:13]([N:27]2[CH2:28][CH:24]([C:18]3[CH:19]=[CH:20][CH:21]=[CH:22][CH:23]=3)[CH2:25][C:26]2=[O:29])[CH:14]=1)[C:2]1[CH:7]=[CH:6][CH:5]=[CH:4][CH:3]=1 |f:2.3.4.5|. Procedure details: 3-(Benzyloxy)-5-bromo-1-methylpyridin-2(1H)-one (100 mg, 0.340 mmol), 4-phenylpyrrolidin-2-one (71 mg, 0.440 mmol), K3PO4 (144 mg, 0.680 mmol), CuI (4 mg, 0.021 mmol), and N,N′-dimethylethylenediamine (5 μl, 0.046 mmol) were combined in 1,4-dioxane (1 mL) in a screw cap vial. The vial was sealed then heated to 110° C. After heating overnight the mixture was cooled to RT and diluted with CH2Cl2. The resulting mixture was filtered through a pad of Celite®, washing with CH2Cl2, and concentrated. Fl...